This data is from the Open Reaction Database (ORD), a public repository of structured organic reaction records. The task is: describe an organic reaction: reactants, conditions, products, and yield Starting materials: CC=1C=C(C(=NC1F)NC(C1=CC=CC=C1)=C(C(=O)OCCCC)C(=O)OCCCC)O ([(5-methyl-6-fluoro-3-hydroxy-2-pyridyl)amino] benzylidenemalonic acid, di-n-butyl ester), OC=1C(=NC=CC1)NC=C(C(=O)OCC)C(=O)OCC ([(3-hydroxy-2-pyridyl)amino]methylenemalonic acid, diethyl ester). The product is C1(=CC=CC=C1)C=1N=C2N(C(C1C(=O)OCCCC)=O)C(=C(C=C2O)C)F (2-Phenyl-6-fluoro-7-methyl-9-hydroxy-4-oxo-4H-pyrido[1,2-α] pyrimidine-3-carboxylic Acid, n-BUTYL Ester). Reaction SMILES: [CH3:1][C:2]1[CH:3]=[C:4]([OH:32])[C:5]([NH:9][C:10](=[C:17]([C:25]([O:27][CH2:28][CH2:29][CH2:30][CH3:31])=[O:26])[C:18](OCCCC)=[O:19])[C:11]2[CH:16]=[CH:15][CH:14]=[CH:13][CH:12]=2)=[N:6][C:7]=1[F:8].OC1C(NC=C(C(OCC)=O)C(OCC)=O)=NC=CC=1>>[C:11]1([C:10]2[N:9]=[C:5]3[C:4]([OH:32])=[CH:3][C:2]([CH3:1])=[C:7]([F:8])[N:6]3[C:18](=[O:19])[C:17]=2[C:25]([O:27][CH2:28][CH2:29][CH2:30][CH3:31])=[O:26])[CH:16]=[CH:15][CH:14]=[CH:13][CH:12]=1. Procedure: By substituting [(5-methyl-6-fluoro-3-hydroxy-2-pyridyl)amino] benzylidenemalonic acid, di-n-butyl ester for the [(3-hydroxy-2-pyridyl)amino]methylenemalonic acid, diethyl ester, there is obtained the named compound. The reactants are COc1ccc2cc(C(C)C(=O)O)ccc2c1, COc1ccc(CN)cc1. Reagents/catalysts: CCN=C=NCCCN(C)C.Cl (EDC-HCl), CN1CCOCC1 (NMM), C1CC(=O)N(C1=O)O (N-Hydroxysuccinimide). The solvent is CN(C)C=O (DMF), CN(C)C=O (DMF), CN(C)C=O (DMF), CN(C)C=O (DMF), CN(C)C=O (DMF), CN(C)C=O (DMF). Reaction conditions: temperature 25 celsius, time 2 hour. The product is COc1ccc(CNC(=O)C(C)c2ccc3cc(OC)ccc3c2)cc1. The yield is 77.3%. As a reaction SMILES: COc1ccc(CN)cc1.COc1ccc2cc(C(C)C(=O)O)ccc2c1.CCN=C=NCCCN(C)C.Cl.C1CC(=O)N(C1=O)O.CN1CCOCC1.CN(C)C=O>>COc1ccc(CNC(=O)C(C)c2ccc3cc(OC)ccc3c2)cc1. Starting materials: CNCCNC (N,N'-dimethylethylenediamine), S1C(=CC=C1)C1CC(CC(C1)=O)=O (5-thienyl-1,3-cyclohexanedione), C(=S)=S (carbon disulfide), S([O-])(O)=O.[Na+].C(=O)C=O (glyoxal-sodium bisulfite), S1SC(C=C1)C(=O)[O-] (dithiolate), [OH-].[K+] (potassium hydroxide). Run in CN(C=O)C (dimethylformamide), O (water). The product is CN1C2SC(SC2N(CC1)C)=C1C(CC(CC1=O)C=1SC=CC1)=O (2-[2,5-dimethyl-2,5-diaza-7,9-dithiabicyclo-(4.3.0)-nonane-8-ylidene]-5-(2-thienyl)-1,3-cyclo hexanedione). As a reaction SMILES: S(=O)(O)[O-].[Na+].[CH:6]([CH:8]=O)=O.[CH3:10][NH:11][CH2:12][CH2:13][NH:14][CH3:15].S1C=CC(C([O-])=O)S1.[S:24]1[CH:28]=[CH:27][CH:26]=[C:25]1[CH:29]1[CH2:34][C:33](=[O:35])[CH2:32][C:31](=[O:36])[CH2:30]1.[C:37](=[S:39])=[S:38].[OH-].[K+]>O.CN(C)C=O>[CH3:10][N:11]1[CH2:8][CH2:6][N:14]([CH3:15])[CH:13]2[CH:12]1[S:38][C:37](=[C:32]1[C:33](=[O:35])[CH2:34][CH:29]([C:25]3[S:24][CH:28]=[CH:27][CH:26]=3)[CH2:30][C:31]1=[O:36])[S:39]2 |f:0.1.2,7.8|. Procedure details: To a suspension of 2.84 g (0.01 mole) of glyoxal-sodium bisulfite in 20 ml of water was added dropwise at room temperature 1.05 g (0.01 mole) of N,N'-dimethylethylenediamine and the mixture was stirred until it became a homogeneous solution. Then to this solution was added with ice-cooling the dithiolate solution prepared in the manner mentioned below; To a solution of 1.94 g (0.01 mole) of 5-thienyl-1,3-cyclohexanedione and 0.8 g (0.01 mole) of carbon disulfide in 10 ml of dimethylformamide was... Product: OB1OCC2=C1C=C(C=C2)OCC=O ([2-(1,3-Dihydro-1-hydroxy-2,1-benzoxaborol-6-yloxy)]acetaldehyde). Isolated yield 82.4%. Procedure: To a solution of H197 (38 mg, 0.16 mmol) in acetone (2 mL) was added 6M HCl (0.3 mL). The reaction mixture was stirred at 30° C. for 24 hours. The residue after evaporation was purified by recrystallization to give the title compound (25.3 mg, 82.5% yield). 1H NMR (400 MHz, acetone-d6): δ 9.82 (s, 1H), 7.35 (d, J=8.0 Hz, 1H), 7.23 (d, J=2.4 Hz, 1H), 7.12 (dd, J=8.1 & 2.4 Hz, 1H), 4.96 (s, 2H) and 4.79 (s, 2H) ppm. The solvent is CC(=O)C (acetone). Run at temperature 30 celsius, time 24 hour. Reaction SMILES: C[O:2][CH:3](OC)[CH2:4][O:5][C:6]1[CH:15]=[CH:14][C:9]2[CH2:10][O:11][B:12]([OH:13])[C:8]=2[CH:7]=1.Cl>CC(C)=O>[OH:13][B:12]1[C:8]2[CH:7]=[C:6]([O:5][CH2:4][CH:3]=[O:2])[CH:15]=[CH:14][C:9]=2[CH2:10][O:11]1. Reactants: COC(COC1=CC2=C(COB2O)C=C1)OC (6-(2,2-Dimethoxyethoxy)-1,3-dihydro-1-hydroxy-2,1-benzoxaborole), Cl (HCl). The reactants are OCC1OC(CC1)CO (2,5-bis(hydroxymethyl)tetrahydrofuran), C1(=CC=C(C=C1)S(=O)(=O)Cl)C (p-toluenesulfonyl chloride). Solvent: ClCCl (dichloromethane), N1=CC=CC=C1 (pyridine), ClCCl (dichloromethane). Conditions: time 24 hour. The product is CC1=CC=C(C=C1)S(=O)(=O)OCC2CCC(O2)COS(=O)(=O)C3=CC=C(C=C3)C (2,5-Anhydro-3,4-dideoxy-1,6-bis-O-[(4-methylphenyl)sulfonyl]hexitol). RXN SMILES: [OH:1][CH2:2][CH:3]1[CH2:7][CH2:6][CH:5]([CH2:8][OH:9])[O:4]1.[C:10]1([CH3:20])[CH:15]=[CH:14][C:13]([S:16](Cl)(=[O:18])=[O:17])=[CH:12][CH:11]=1>ClCCl.N1C=CC=CC=1>[CH3:20][C:10]1[CH:15]=[CH:14][C:13]([S:16]([O:9][CH2:8][CH:5]2[O:4][CH:3]([CH2:2][O:1][S:16]([C:13]3[CH:14]=[CH:15][C:10]([CH3:20])=[CH:11][CH:12]=3)(=[O:18])=[O:17])[CH2:7][CH2:6]2)(=[O:18])=[O:17])=[CH:12][CH:11]=1. Reported procedure: 34.0 g (261 mmol) of 2,5-bis(hydroxymethyl)tetrahydrofuran are dissolved in 260 ml of dichloromethane. A solution of 99.0 g (521 mmol) of p-toluenesulfonyl chloride in 52 ml of pyridine and 130 ml of dichloromethane is added dropwise thereto. After stirring at room temperature for 24 hours, the precipitate is filtered off with suction and washed with dichloromethane. The filtrate and the washing phases are combined, washed with dilute hydrochloric acid and then with saturated aqueous sodium bica... Starting materials: C(#C)C1=CC=C(OCCCN2C3CCC(C2=O)CC3)C=C1 (2-[3-(4-ethynylphenoxy)propane-1-yl]-2-azabicyclo[2.2.2]octane-3-one), IC1=CC=C(C(=O)OCC)C=C1 (ethyl 4-iodo-benzoate), tetrakistriphenylphosphine palladium. Reagents/catalysts: [Cl-].C[N+](CC1=CC=CC=C1)(C)C (trimethyl-benzylammonium chloride). The solvent is C(C)N(CC)CC (triethylamine). Product: O=C1N(C2CCC1CC2)CCCOC2=CC=C(C=C2)C#CC2=CC=C(C(=O)OCC)C=C2 (ethyl 4-[4-[3-(3-oxo-2-azabicyclo[2.2.2]octan-2-yl)propoxy]phenylethynyl]-benzoate). As a reaction SMILES: [C:1]([C:3]1[CH:21]=[CH:20][C:6]([O:7][CH2:8][CH2:9][CH2:10][N:11]2[C:16](=[O:17])[CH:15]3[CH2:18][CH2:19][CH:12]2[CH2:13][CH2:14]3)=[CH:5][CH:4]=1)#[CH:2].I[C:23]1[CH:33]=[CH:32][C:26]([C:27]([O:29][CH2:30][CH3:31])=[O:28])=[CH:25][CH:24]=1>[Cl-].C[N+](C)(C)CC1C=CC=CC=1.C(N(CC)CC)C>[O:17]=[C:16]1[CH:15]2[CH2:18][CH2:19][CH:12]([CH2:13][CH2:14]2)[N:11]1[CH2:10][CH2:9][CH2:8][O:7][C:6]1[CH:5]=[CH:4][C:3]([C:1]#[C:2][C:23]2[CH:33]=[CH:32][C:26]([C:27]([O:29][CH2:30][CH3:31])=[O:28])=[CH:25][CH:24]=2)=[CH:21][CH:20]=1 |f:2.3|. Procedure: In the a) route of scheme 3, compound 5 is reacted with ethyl 4-iodo-benzoate in the presence of triethylamine (Et3N), trimethyl-benzylammonium chloride (Me3N (Bn) Cl) and tetrakistriphenylphosphine palladium (Pd(PPh3)4) to give ethyl 4-[4-[3-(3-oxo-2-azabicyclo[2.2.2]octan-2-yl)propoxy]phenylethynyl]-benzoate (compound 15), then 4-[4-[3-(3-oxo-2-azabicyclo[2.2.2]octan-2-yl)propoxy]phenylethynyl]-benzoic acid (compound 16 ) is provided by hydrolysis of compound 15.